This data is from the Open Reaction Database (ORD), a public repository of structured organic reaction records. The task is: describe an organic reaction: reactants, conditions, products, and yield Starting materials: C([O-])(O)=O.[Na+] (sodium bicarbonate), FC(COC1=CC=C(C=O)C=C1)(C(F)F)F (4-(2,2,3,3-Tetrafluoropropoxy)benzaldehyde), [C@@H]12N(C[C@@H](NC1)C2)CC2=CC=C(C(=O)OC)C=C2 (methyl 4-[[(1S,4S)-2,5-diazabicyclo[2.2.1]hept-2-yl]methyl]benzoate), C(C)(=O)O[BH-](OC(C)=O)OC(C)=O.[Na+] (sodium triacetoxyborohydride). Solvent: ClCCl (dichloromethane). Run at time 15 minute. The product is FC(COC1=CC=C(C=C1)CN1[C@@H]2CN([C@H](C1)C2)CC2=CC=C(C(=O)OC)C=C2)(C(F)F)F (methyl 4-[[(1S,4S)-5-[[4-(2,2,3,3-tetrafluoropropoxy)phenyl]methyl]-2,5-diazabicyclo[2.2.1]hept-2-yl]methyl]benzoate). Isolated yield 35.8%. As a reaction SMILES: [F:1][C:2]([F:16])([CH:13]([F:15])[F:14])[CH2:3][O:4][C:5]1[CH:12]=[CH:11][C:8]([CH:9]=O)=[CH:7][CH:6]=1.[C@H:17]12[CH2:23][C@H:20]([NH:21][CH2:22]1)[CH2:19][N:18]2[CH2:24][C:25]1[CH:34]=[CH:33][C:28]([C:29]([O:31][CH3:32])=[O:30])=[CH:27][CH:26]=1.C(O[BH-](OC(=O)C)OC(=O)C)(=O)C.[Na+].C(=O)(O)[O-].[Na+]>ClCCl>[F:1][C:2]([F:16])([CH:13]([F:15])[F:14])[CH2:3][O:4][C:5]1[CH:12]=[CH:11][C:8]([CH2:9][N:21]2[CH2:22][C@@H:17]3[CH2:23][C@H:20]2[CH2:19][N:18]3[CH2:24][C:25]2[CH:34]=[CH:33][C:28]([C:29]([O:31][CH3:32])=[O:30])=[CH:27][CH:26]=2)=[CH:7][CH:6]=1 |f:2.3,4.5|. Procedure details: 4-(2,2,3,3-Tetrafluoropropoxy)benzaldehyde (250 mg, 1.06 mmol) and methyl 4-[[(1S,4S)-2,5-diazabicyclo[2.2.1]hept-2-yl]methyl]benzoate (260.7 mg, 1.06 mmol) were dissolved in dichloromethane (5.9 mL). After 15 min, sodium triacetoxyborohydride (448.7 mg, 2.12 mmol) was added. The reaction mixture was stirred overnight at room temperature. Then, saturated sodium bicarbonate solution was added. The mixture was stirred for 30 min and then extracted with dichloromethane. The combined organic layers ... The reactants are C(C1=CC=CC=C1)N (benzylamine), C(C)OC(=O)CC(=O)Cl (ethoxycarbonylacetyl chloride), ice water. Solvent: C(Cl)Cl (methylene chloride), C(Cl)Cl (methylene chloride). Reaction conditions: time 2 hour. The product is C(C1=CC=CC=C1)NC(=O)CC(=O)OCC (ethyl (N-benzylcarbamoyl)acetate). Yield: 96.8%. RXN SMILES: [CH2:1]([NH2:8])[C:2]1[CH:7]=[CH:6][CH:5]=[CH:4][CH:3]=1.[CH2:9]([O:11][C:12]([CH2:14][C:15](Cl)=[O:16])=[O:13])[CH3:10]>C(Cl)Cl>[CH2:1]([NH:8][C:15]([CH2:14][C:12]([O:11][CH2:9][CH3:10])=[O:13])=[O:16])[C:2]1[CH:7]=[CH:6][CH:5]=[CH:4][CH:3]=1. Procedure details: A mixture of benzylamine (43.24 g) and methylene chloride (300 ml) is cooled with ice-water, and a solution of ethoxycarbonylacetyl chloride (29.63 g) in methylene chloride (150 ml) is added dropwise thereto. The mixture is stirred at the same temperature for 2 hours. The mixture is filtered to remove precipitates (benzylamine hydrochloride). The filtrate is washed with 2% hydrochloric acid and a saturated sodium chloride solution, dried and then evaporated to remove the solvent. The residue is ...